The task is: describe an organic reaction: reactants, conditions, products, and yield. This data is from the Open Reaction Database (ORD), a public repository of structured organic reaction records. Starting materials: NC=1C=C(C=CC1Cl)C(C(=O)OC)(C)C (methyl 2-(3-amino-4-chlorophenyl)-2-methylpropanoate), CC1=C(C(=O)Cl)C(=CC(=C1)OC[C@H]1OC2=C(N(C1)C)C=CC=C2)C (2,6-dimethyl-4-(((2S)-4-methyl-3,4-dihydro-2H-1,4-benzoxazin-2-yl)methoxy)benzoylchloride), OC1=CC(=C(C(=O)OC)C(=C1)C)C (methyl 4-hydroxy-2,6-dimethylbenzoate). The product is ClC1=C(C=C(C=C1)C(C(=O)O)(C)C)NC(C1=C(C=C(C=C1C)OC[C@H]1OC2=C(N(C1)C)C=CC=C2)C)=O (2-(4-chloro-3-((2,6-dimethyl-4-(((2S)-4-methyl-3,4-dihydro-2H-1,4-benzoxazin-2-yl)methoxy)benzoyl)amino)phenyl)-2-methylpropanoic acid). Isolated yield 47.5%. As a reaction SMILES: [NH2:1][C:2]1[CH:3]=[C:4]([C:9]([CH3:15])([CH3:14])[C:10]([O:12]C)=[O:11])[CH:5]=[CH:6][C:7]=1[Cl:8].[CH3:16][C:17]1[CH:25]=[C:24]([O:26][CH2:27][C@@H:28]2[CH2:33][N:32]([CH3:34])[C:31]3[CH:35]=[CH:36][CH:37]=[CH:38][C:30]=3[O:29]2)[CH:23]=[C:22]([CH3:39])[C:18]=1[C:19](Cl)=[O:20].OC1C=C(C)C(C(OC)=O)=C(C)C=1>>[Cl:8][C:7]1[CH:6]=[CH:5][C:4]([C:9]([CH3:15])([CH3:14])[C:10]([OH:12])=[O:11])=[CH:3][C:2]=1[NH:1][C:19](=[O:20])[C:18]1[C:17]([CH3:16])=[CH:25][C:24]([O:26][CH2:27][C@@H:28]2[CH2:33][N:32]([CH3:34])[C:31]3[CH:35]=[CH:36][CH:37]=[CH:38][C:30]=3[O:29]2)=[CH:23][C:22]=1[CH3:39]. Procedure: By the same procedures as a series of Example 18 and Example 19 using the compound (121 mg) prepared in Example 16 and 2,6-dimethyl-4-(((2S)-4-methyl-3,4-dihydro-2H-1,4-benzoxazin-2-yl)methoxy)benzoylchloride (211 mg) (the compound prepared by the same procedures as a series of Example 8→Example 9→Example 10 using methyl 4-hydroxy-2,6-dimethylbenzoate.), the title compound (132 mg) having the following physical data was obtained. Starting materials: C(C1=CC=CC=C1)(=O)OC[C@@H]1C[C@@H](C(CO)(OC)O1)O (methyl 6-O-benzoyl-4-deoxy-α,β-D-fructofuranoside), C(C1=CC=CC=C1)(=O)OC[C@]1(OC)[C@@H](O)C[C@H](O1)COC(C1=CC=CC=C1)=O (methyl 4-deoxy-1,6-di-O-benzoyl-β-D-fructofuranoside), C(C1=CC=CC=C1)(=O)Cl (benzoyl chloride), C(C1=CC=CC=C1)(=O)OC[C@@]1(OC)[C@@H](O)C[C@H](O1)COC(C1=CC=CC=C1)=O (methyl 4-deoxy-1,6-di-O-benzoyl-α-D-fructofuranoside). Run in ClCCl (dichloromethane), N1=CC=CC=C1 (pyridine). Run at temperature -40 celsius, time 5 hour. Product: C(C1=CC=CC=C1)(=O)OCC1(OC)[C@@H](O)C[C@H](O1)COC(C1=CC=CC=C1)=O (Methyl 4-deoxy-1.6-di-O-benzoyl-α,β-D-fructofuranoside). RXN SMILES: C(OC[C@H]1OC(OC)(CO)[C@@H](O)C1)(=O)C1C=CC=CC=1.C(Cl)(=O)C1C=CC=CC=1.[C:30]([O:38][CH2:39][C@@:40]1([O:47][C@H:46]([CH2:48][O:49][C:50](=[O:57])[C:51]2[CH:56]=[CH:55][CH:54]=[CH:53][CH:52]=2)[CH2:45][C@@H:43]1[OH:44])[O:41][CH3:42])(=[O:37])[C:31]1[CH:36]=[CH:35][CH:34]=[CH:33][CH:32]=1.C(OC[C@]1(O[C@H](COC(=O)C2C=CC=CC=2)C[C@@H]1O)OC)(=O)C1C=CC=CC=1>ClCCl.N1C=CC=CC=1>[C:30]([O:38][CH2:39][C:40]1([O:47][C@H:46]([CH2:48][O:49][C:50](=[O:57])[C:51]2[CH:52]=[CH:53][CH:54]=[CH:55][CH:56]=2)[CH2:45][C@@H:43]1[OH:44])[O:41][CH3:42])(=[O:37])[C:31]1[CH:36]=[CH:35][CH:34]=[CH:33][CH:32]=1. Procedure: To about 1 g of crude methyl 6-O-benzoyl-4-deoxy-α,β-D-fructofuranoside (prepared as described in Example 1, Step 6) in dichloromethane (25 mL) containing 4 Å molecular sieves and pyridine (0.28 mL) and maintained at -40° C., benzoyl chloride (0.4 mL) was added and the solution was stirred between -30° to -20° C. for 5 h. The reaction mixture was filtered, diluted with dichloromethane and washed with ice cold 0.5M HCl, sat. aqueous NaHCO3 solution, dried over magnesium sulfate and evaporated. Fi...